describe an organic reaction: reactants, conditions, products, and yield From a dataset of the Open Reaction Database (ORD), a public repository of structured organic reaction records. Starting materials: [H-].[Na+] (sodium hydride), C(C1=CC=CC=C1)OC=1C(=[N+](C(=C(N1)COS(=O)(=O)C)OC)[O-])CC(C)C (3-benzyloxy-5-mesyloxymethyl-2-isobutyl-6-methoxypyrazine 1-oxide), N1C=CC2=CC=CC=C12 (indole). Solvent: C1(=CC=CC=C1)C (toluene). Run at time 16 hour. Product: C(C1=CC=CC=C1)OC=1C(=[N+](C(=C(N1)CC1=CNC2=CC=CC=C12)OC)[O-])CC(C)C (3-benzyloxy-5-(indol-3-yl)methyl-2-isobutyl-6-methoxypyrazine 1-oxide). The yield is 62.6%. Reaction SMILES: [H-].[Na+].[CH2:3]([O:10][C:11]1[C:12]([CH2:26][CH:27]([CH3:29])[CH3:28])=[N+:13]([O-:25])[C:14]([O:23][CH3:24])=[C:15]([CH2:17]OS(C)(=O)=O)[N:16]=1)[C:4]1[CH:9]=[CH:8][CH:7]=[CH:6][CH:5]=1.[NH:30]1[C:38]2[C:33](=[CH:34][CH:35]=[CH:36][CH:37]=2)[CH:32]=[CH:31]1>C1(C)C=CC=CC=1>[CH2:3]([O:10][C:11]1[C:12]([CH2:26][CH:27]([CH3:29])[CH3:28])=[N+:13]([O-:25])[C:14]([O:23][CH3:24])=[C:15]([CH2:17][C:32]2[C:33]3[C:38](=[CH:37][CH:36]=[CH:35][CH:34]=3)[NH:30][CH:31]=2)[N:16]=1)[C:4]1[CH:9]=[CH:8][CH:7]=[CH:6][CH:5]=1 |f:0.1|. Reported procedure: 300 Microliters of toluene and 3.7 mg of 60% sodium hydride were added to a mixture of 8.8 mg of 3-benzyloxy-5-mesyloxymethyl-2-isobutyl-6-methoxypyrazine 1-oxide and 8.2 mg of indole. The mixture was stirred for 16 hours at room temperature, and the reaction mixture was subjected to the same post-treatment as in Example B-1 to obtain 5.8 mg of 3-benzyloxy-5-(indol-3-yl)methyl-2-isobutyl-6-methoxypyrazine 1-oxide (Compound B-41) as colorless prismatic crystals having a melting point of 139.6°-14... The reactants are CO, COC(=O)Cc1ccc(OCC(O)CN2CCCC(Cn3c(=O)[nH]c4cc(Cl)c(Cl)cc43)C2)cc1, N. Yields the product NC(=O)Cc1ccc(OCC(O)CN2CCCC(Cn3c(=O)[nH]c4cc(Cl)c(Cl)cc43)C2)cc1. As a reaction SMILES: [CH3:37][OH:38].[Cl:1][c:2]1[cH:3][c:4]2[c:5]([n:6]([CH2:10][CH:11]3[CH2:12][N:13]([CH2:17][CH:18]([CH2:19][O:20][c:21]4[cH:22][cH:23][c:24]([CH2:27][C:28]([O:30][CH3:29])=[O:31])[cH:25][cH:26]4)[OH:32])[CH2:14][CH2:15][CH2:16]3)[c:7](=[O:9])[nH:8]2)[cH:33][c:34]1[Cl:35].[NH3:36]>>[Cl:1][c:2]1[cH:3][c:4]2[c:5]([n:6]([CH2:10][CH:11]3[CH2:12][N:13]([CH2:17][CH:18]([CH2:19][O:20][c:21]4[cH:22][cH:23][c:24]([CH2:27][C:28](=[O:30])[NH2:36])[cH:25][cH:26]4)[OH:32])[CH2:14][CH2:15][CH2:16]3)[c:7](=[O:9])[nH:8]2)[cH:33][c:34]1[Cl:35]. Starting materials: FC(C=1C=C(C=C(C1)C(F)(F)F)[C@@H](C)N(C(=O)N1[C@H](C[C@]2(CC(C(N2C(=O)OCC2=CC=CC=C2)=O)C(=O)OC)CC1)C1=C(C=C(C=C1)F)C)C)(F)F (3-methyl 1-(phenylmethyl) (5S,7R)-8-{[{(1R)-1-[3,5-bis(trifluoromethyl)phenyl]ethyl}(methyl)amino]carbonyl}-7-(4-fluoro-2-methylphenyl)-2-oxo-1,8-diazaspiro[4.5]decane-1,3-dicarboxylate), FC(C=1C=C(C=C(C1)C(F)(F)F)[C@@H](C)N(C(=O)N1[C@H](C[C@]2(CC(C(N2C(=O)OCC2=CC=CC=C2)=O)C(=O)OC)CC1)C1=C(C=C(C=C1)F)C)C)(F)F (3-methyl 1-(phenylmethyl) (5S,7R)-8-{[{(1R)-1-[3,5-bis(trifluoromethyl)phenyl]ethyl}(methyl)amino]carbonyl}-7-(4-fluoro-2-methylphenyl)-2-oxo-1,8-diazaspiro[4.5]decane-1,3-dicarboxylate). Reagents/catalysts: [Pd] (Pd/C). Solvent: CO (Methanol). Reaction conditions: time 1 hour. Product: FC(C=1C=C(C=C(C1)C(F)(F)F)[C@@H](C)N(C(=O)N1[C@H](C[C@]2(CC(C(N2)=O)C(=O)OC)CC1)C1=C(C=C(C=C1)F)C)C)(F)F (methyl (5S,7R)-8-{[{(1R)-1-[3,5-bis(trifluoromethyl)phenyl]ethyl}(methyl)amino]carbonyl}-7-(4-fluoro-2-methylphenyl)-2-oxo-1,8-diazaspiro[4.5]decane-3-carboxylate). Isolated yield 93.6%. As a reaction SMILES: [F:1][C:2]([F:53])([F:52])[C:3]1[CH:4]=[C:5]([C@H:13]([N:15]([CH3:51])[C:16]([N:18]2[CH2:42][CH2:41][C@:21]3([N:25](C(OCC4C=CC=CC=4)=O)[C:24](=[O:36])[CH:23]([C:37]([O:39][CH3:40])=[O:38])[CH2:22]3)[CH2:20][C@@H:19]2[C:43]2[CH:48]=[CH:47][C:46]([F:49])=[CH:45][C:44]=2[CH3:50])=[O:17])[CH3:14])[CH:6]=[C:7]([C:9]([F:12])([F:11])[F:10])[CH:8]=1>CO.[Pd]>[F:53][C:2]([F:1])([F:52])[C:3]1[CH:4]=[C:5]([C@H:13]([N:15]([CH3:51])[C:16]([N:18]2[CH2:42][CH2:41][C@:21]3([NH:25][C:24](=[O:36])[CH:23]([C:37]([O:39][CH3:40])=[O:38])[CH2:22]3)[CH2:20][C@@H:19]2[C:43]2[CH:48]=[CH:47][C:46]([F:49])=[CH:45][C:44]=2[CH3:50])=[O:17])[CH3:14])[CH:6]=[C:7]([C:9]([F:11])([F:10])[F:12])[CH:8]=1. Procedure details: 3-methyl 1-(phenylmethyl) (5S,7R)-8-{[{(1R)-1-[3,5-bis(trifluoromethyl)phenyl]ethyl}(methyl)amino]carbonyl}-7-(4-fluoro-2-methylphenyl)-2-oxo-1,8-diazaspiro[4.5]decane-1,3-dicarboxylate (Intermediate 34, 78 mg) was dissolved in Methanol (3 ml), Pd/C (8.83 mg, 8.30 μmol) was added and the suspension was left stirring at rt, under a H2 atmosphere (1 atm), for 1 hr. The Pd was filtered out and the solvent was removed obtaining the title compound (60 mg); UPLC: Rt=0.82 mins, m/z=618 [M+H]+. Starting materials: FC(=C(F)F)F (Tetrafluoroethylene), [K] (potassium), C1=CC(=CC=C1O)C (p-cresol), O (water). Run in CN(C=O)C (dimethyl formamide). Reaction conditions: temperature 60 celsius, time 45 minute. Product: C1(=CC=C(C=C1)C)OC1=CC=C(C=C1)C (p-cresyl ether). Reaction SMILES: F[C:2](F)=[C:3](F)F.[K].[CH:8]1[C:13]([OH:14])=[CH:12][CH:11]=[C:10]([CH3:15])[CH:9]=1.O>CN(C)C=O>[C:13]1([O:14][C:8]2[CH:13]=[CH:12][C:2]([CH3:3])=[CH:10][CH:9]=2)[CH:12]=[CH:11][C:10]([CH3:15])=[CH:9][CH:8]=1 |^1:6|. Reported procedure: Tetrafluoroethylene pentamer (50 g) was added dropwise to the potassium salt of p-cresol (15 g) stirred in dry dimethyl formamide (100 ml) at 30° C. After addition of the pentamer, the reaction mixture was stirred for 45 minutes at 60° C. The cooled reaction mixture was poured into water. The oil which separated out was dissolved in ether, the ether layer washed with water, dried over magnesium sulphate, and distilled to give 40 g of the p-cresyl ether, C10F19OC6H4CH3, boiling point 110° C. to 1... Reactants: [BH4-], COc1ccc(CC(C(CCC(C#N)(c2ccc(OC)c(OC)c2)C(C)C)OC(C)=O)[N+](=O)[O-])cc1OC, CC(C)O, [Na+]. The product is COc1ccc(CC(CCCC(C#N)(c2ccc(OC)c(OC)c2)C(C)C)[N+](=O)[O-])cc1OC. RXN SMILES: [BH4-:39].[C:1]([O:2][CH:5]([CH:6]([CH2:7][c:8]1[cH:9][c:10]([O:16][CH3:17])[c:11]([O:14][CH3:15])[cH:12][cH:13]1)[N+:18](=[O:19])[O-:20])[CH2:21][CH2:22][C:23]([c:24]1[cH:25][c:26]([O:32][CH3:33])[c:27]([O:30][CH3:31])[cH:28][cH:29]1)([CH:34]([CH3:35])[CH3:36])[C:37]#[N:38])(=[O:3])[CH3:4].[CH3:41][CH:42]([OH:43])[CH3:44].[Na+:40]>>[CH2:5]([CH:6]([CH2:7][c:8]1[cH:9][c:10]([O:16][CH3:17])[c:11]([O:14][CH3:15])[cH:12][cH:13]1)[N+:18](=[O:19])[O-:20])[CH2:21][CH2:22][C:23]([c:24]1[cH:25][c:26]([O:32][CH3:33])[c:27]([O:30][CH3:31])[cH:28][cH:29]1)([CH:34]([CH3:35])[CH3:36])[C:37]#[N:38]. Reactants: COC1=CC=C(C=CC(=O)Cl)C=C1 (4-methoxycinnamic acid chloride), CC1=C(C(=C2CCC(OC2=C1C)(C)CCCC(C)CCCC(C)CCCC(C)C)C)O (dl-α-tocopherol), N1=CC=CC=C1 (pyridine). Solvent: C(Cl)Cl (CH2Cl2), C(Cl)Cl (CH2Cl2). Product: d,l-α-tocopherol ester, COC1=CC=C(C=CC(=O)O)C=C1 (p-methoxycinnamic acid). The yield is 88.0%. As a reaction SMILES: CC1C(C)=C2C(CCC(CCCC(CCCC(CCCC(C)C)C)C)(C)[O:9]2)=C(C)C=1O.N1C=CC=CC=1.[CH3:38][O:39][C:40]1[CH:50]=[CH:49][C:43]([CH:44]=[CH:45][C:46](Cl)=[O:47])=[CH:42][CH:41]=1>C(Cl)Cl>[CH3:38][O:39][C:40]1[CH:50]=[CH:49][C:43]([CH:44]=[CH:45][C:46]([OH:9])=[O:47])=[CH:42][CH:41]=1. Procedure: 4.3 g of dl-α-tocopherol (0.010 mol) and 1.34 g of pyridine (0.017 mol) are placed in 20 ml of CH2Cl2 while gassing with argon in a 100 ml 4-necked sulphonation flask provided with a temperature, a 20 ml dropping funnel, a magnetic stirrer and a reflux condenser. A solution of 0.95 g of 4-methoxycinnamic acid chloride (0.015 mol) in 15 ml of CH2Cl2 is added dropwise within 10 minutes. The reaction mixture is heated to reflux temperature for 3 hours. The solution is washed in succession with 10 m... Reactants: C1CCOC1, [Li]CCCC, CC1(C)CCCC(C)(C)N1, C[Si](C)(C)Cl, Clc1ccc(Cl)nn1. Product: C[Si](C)(C)c1cc(Cl)nnc1Cl. Reaction SMILES: [CH2:29]1[O:30][CH2:31][CH2:32][CH2:33]1.[CH3:11][CH2:12][CH2:13][CH2:14][Li:15].[CH3:1][C:2]1([CH3:3])[CH2:4][CH2:5][CH2:6][C:7]([CH3:8])([CH3:9])[NH:10]1.[CH3:24][Si:25]([CH3:26])([CH3:27])[Cl:28].[Cl:16][c:17]1[n:18][n:19][c:20]([Cl:23])[cH:21][cH:22]1>>[Cl:16][c:17]1[n:18][n:19][c:20]([Cl:23])[cH:21][c:22]1[Si:25]([CH3:24])([CH3:26])[CH3:27]. The reactants are O=C([O-])O, CO, [Na+], O=C(NC1CCOC1=O)OCc1ccccc1, O=S(=O)(O)O. The product is COC(=O)C(CCO)NC(=O)OCc1ccccc1. Reaction SMILES: [C:23](=[O:24])([O-:25])[OH:26].[CH3:28][OH:29].[Na+:27].[O:1]=[C:2]1[O:3][CH2:4][CH2:5][CH:6]1[NH:7][C:8]([O:9][CH2:10][c:11]1[cH:12][cH:13][cH:14][cH:15][cH:16]1)=[O:17].[S:18](=[O:19])(=[O:20])([OH:21])[OH:22]>>[O:1]=[C:2]([CH:6]([CH2:5][CH2:4][OH:3])[NH:7][C:8]([O:9][CH2:10][c:11]1[cH:12][cH:13][cH:14][cH:15][cH:16]1)=[O:17])[O:29][CH3:28]. The reactants are CSCc1cccc2c(C(CCOS(C)(=O)=O)c3ccc(Cl)cc3C)c[nH]c12, N#C[K], CN(C)C=O. Yields the product CSCc1cccc2c(C(CCC#N)c3ccc(Cl)cc3C)c[nH]c12. RXN SMILES: [CH3:4][S:5]([O:6][CH2:9][CH2:10][CH:11]([c:12]1[cH:13][nH:14][c:15]2[c:16]([CH2:21][S:22][CH3:23])[cH:17][cH:18][cH:19][c:20]12)[c:24]1[c:25]([CH3:31])[cH:26][c:27]([Cl:30])[cH:28][cH:29]1)(=[O:7])=[O:8].[K:1][C:2]#[N:3].[O:32]=[CH:33][N:34]([CH3:35])[CH3:36]>>[C:2](#[N:3])[CH2:9][CH2:10][CH:11]([c:12]1[cH:13][nH:14][c:15]2[c:16]([CH2:21][S:22][CH3:23])[cH:17][cH:18][cH:19][c:20]12)[c:24]1[c:25]([CH3:31])[cH:26][c:27]([Cl:30])[cH:28][cH:29]1.